This data is from the Open Reaction Database (ORD), a public repository of structured organic reaction records. The task is: describe an organic reaction: reactants, conditions, products, and yield Yields the product CCCc1c(CNc2ccc(C(=O)NC(CCC(=O)OCC)C(=O)OCC)cc2)cnc2nc(N)nc(N)c12. As a reaction SMILES: [C:41]([OH:42])(=[O:43])[CH3:44].[NH2:18][c:19]1[cH:20][cH:21][c:22]([C:23](=[O:24])[NH:25][CH:26]([CH2:27][CH2:28][C:29](=[O:30])[O:31][CH2:32][CH3:33])[C:34](=[O:35])[O:36][CH2:37][CH3:38])[cH:39][cH:40]1.[NH2:1][c:2]1[n:3][c:4]([NH2:17])[c:5]2[c:6]([n:7]1)[n:8][cH:9][c:10]([C:15]#[N:16])[c:11]2[CH2:12][CH2:13][CH3:14]>>[NH2:1][c:2]1[n:3][c:4]([NH2:17])[c:5]2[c:6]([n:7]1)[n:8][cH:9][c:10]([CH2:15][NH:16][c:19]1[cH:20][cH:21][c:22]([C:23](=[O:24])[NH:25][CH:26]([CH2:27][CH2:28][C:29](=[O:30])[O:31][CH2:32][CH3:33])[C:34](=[O:35])[O:36][CH2:37][CH3:38])[cH:39][cH:40]1)[c:11]2[CH2:12][CH2:13][CH3:14]. Reactants: CC(=O)O, CCOC(=O)CCC(NC(=O)c1ccc(N)cc1)C(=O)OCC, CCCc1c(C#N)cnc2nc(N)nc(N)c12. Reactants: C(C)OC(=O)C1=C(NC(=C1)C1=CC=CC=C1)CC12CC3CC(CC(C1)C3)C2 (2-Adamantan-1-ylmethyl-5-phenyl-1H-pyrrole-3-carboxylic Acid Ethyl Ester), [OH-].[Na+] (sodium hydroxide). The solvent is C(C)O (ethanol). Yields the product C12(CC3CC(CC(C1)C3)C2)CC=2NC(=CC2C(=O)O)C2=CC=CC=C2 (2-Adamantan-1-ylmethyl-5-phenyl-1H-pyrrole-3-carboxylic Acid). Isolated yield 95.5%. RXN SMILES: C([O:3][C:4]([C:6]1[CH:10]=[C:9]([C:11]2[CH:16]=[CH:15][CH:14]=[CH:13][CH:12]=2)[NH:8][C:7]=1[CH2:17][C:18]12[CH2:27][CH:22]3[CH2:23][CH:24]([CH2:26][CH:20]([CH2:21]3)[CH2:19]1)[CH2:25]2)=[O:5])C.[OH-].[Na+]>C(O)C>[C:18]12([CH2:17][C:7]3[NH:8][C:9]([C:11]4[CH:12]=[CH:13][CH:14]=[CH:15][CH:16]=4)=[CH:10][C:6]=3[C:4]([OH:5])=[O:3])[CH2:25][CH:24]3[CH2:23][CH:22]([CH2:21][CH:20]([CH2:26]3)[CH2:19]1)[CH2:27]2 |f:1.2|. Procedure: To a solution of the product of step b (750 mg, 2.06 mmol) in ethanol (45 ml) was added sodium hydroxide (5 ml of 6.0M solution). The mixture was heated at reflux for 48 h, it was allowed to cool to room temperature and concentrated to small volume under reduced pressure. The concentrated solution was diluted with 2M hydrochloric acid (40 ml), the precipitated solid was filtered, washed with water and dried to afford the acid (660 mg, 94%). 1H NMR (300 MHz, CDCl3) 11.5 (1H, br s), 8.26 (1H, br s... The reactants are [H-].[Na+] (Sodium hydride), FC1=C(C(=O)O)C=CC(=C1)C=O (2-fluoro-4-formylbenzoic acid), CI (Methyl iodide). Solvent: CN(C=O)C (N,N-Dimethylformamide). Run at time 30 minute. Product: FC1=C(C(=O)OC)C=CC(=C1)C=O (methyl 2-fluoro-4-formylbenzoate). Reaction SMILES: [H-].[Na+].[F:3][C:4]1[CH:12]=[C:11]([CH:13]=[O:14])[CH:10]=[CH:9][C:5]=1[C:6]([OH:8])=[O:7].[CH3:15]I>CN(C)C=O>[F:3][C:4]1[CH:12]=[C:11]([CH:13]=[O:14])[CH:10]=[CH:9][C:5]=1[C:6]([O:8][CH3:15])=[O:7] |f:0.1|. Reported procedure: Sodium hydride (69 mg, 1.7 mmol) was added portionwise to a solution of 2-fluoro-4-formylbenzoic acid (0.30 g, 1.4 mmol) in N,N-Dimethylformamide (5.0 mL) at 0° C. The mixture was allowed to warm to room temperature and was stirred for 30 minutes. Methyl iodide (0.18 mL, 2.9 mmol) was introduced dropwise. After 2 hours, the mixture was quenched with 1 N HCl, and extracted with EtOAc. The extracts were washed with water (twice), brine (once), dried over sodium sulfate and concentrated. Flash colu...